From a dataset of the Open Reaction Database (ORD), a public repository of structured organic reaction records. describe an organic reaction: reactants, conditions, products, and yield Reactants: Cl.ClCC=1N=CC=2N(C3=CC=CC=C3C2C1)CC1=C(C=CC(=C1)Cl)Cl (3-chloromethyl-9-(2,5-dichlorobenzyl)-9H-β-carboline hydrochloride), [N-]=[N+]=[N-].[Na+] (sodium azide). The solvent is C(C)O (ethanol), C(Cl)Cl (CH2Cl2). The product is N(=[N+]=[N-])CC=1N=CC=2N(C3=CC=CC=C3C2C1)CC1=C(C=CC(=C1)Cl)Cl (3-azidomethyl-9-(2,5-dichlorobenzyl)-9H-β-carboline). Yield: 99.4%. Reaction SMILES: Cl.Cl[CH2:3][C:4]1[N:5]=[CH:6][C:7]2[N:8]([CH2:17][C:18]3[CH:23]=[C:22]([Cl:24])[CH:21]=[CH:20][C:19]=3[Cl:25])[C:9]3[C:14]([C:15]=2[CH:16]=1)=[CH:13][CH:12]=[CH:11][CH:10]=3.[N-:26]=[N+:27]=[N-:28].[Na+]>C(O)C.C(Cl)Cl>[N:26]([CH2:3][C:4]1[N:5]=[CH:6][C:7]2[N:8]([CH2:17][C:18]3[CH:23]=[C:22]([Cl:24])[CH:21]=[CH:20][C:19]=3[Cl:25])[C:9]3[C:14]([C:15]=2[CH:16]=1)=[CH:13][CH:12]=[CH:11][CH:10]=3)=[N+:27]=[N-:28] |f:0.1,2.3|. Procedure: A suspension of 3-chloromethyl-9-(2,5-dichlorobenzyl)-9H-β-carboline hydrochloride (5.64 g, 15 mmol) and sodium azide (2.0 9, 30 mmol) in anhydrous ethanol (60 mL) was refluxed under nitrogen for 15 hours. The resulting suspension was cooled to room temperature, diluted with an equal volume of CH2Cl2, and washed with water (2×50 mL) and brine (2.5 mL), respectively. The organic extract was dried over anhydrous Na2SO4 and concentrated to give 5.70 grams (100%) of 3-azidomethyl-9-(2,5-dichlorobenz... Starting materials: FC=1C=C(C=CC1)O (3-fluorophenol), O1CCCC=C1 (3,4-dihydro-2H-pyran). Yields the product FC=1C=C(OC2OCCCC2)C=CC1 (2-(3-fluorophenoxy)tetrahydro-2H-pyran). Yield: 77.8%. RXN SMILES: [F:1][C:2]1[CH:3]=[C:4]([OH:8])[CH:5]=[CH:6][CH:7]=1.[O:9]1[CH:14]=[CH:13][CH2:12][CH2:11][CH2:10]1>>[F:1][C:2]1[CH:3]=[C:4]([CH:5]=[CH:6][CH:7]=1)[O:8][CH:10]1[CH2:11][CH2:12][CH2:13][CH2:14][O:9]1. Procedure details: To 75 g (669 mmol) of 3-fluorophenol at -35 ° C. was added 79 g (928 mmol) of 3,4-dihydro-2H-pyran. The ice bath was removed and added 1.0 mL of concentrated HCl. The temperature was allowed to warm to room temperature and the reaction progress was monitored by HPLC. 500 ml of diethyl ether and 500 mL of 1 M NaHCO3 were added to the reaction. The organic layers were washed with NaHCO3 (2×) and brine. The organic layers were dried over Na2SO4, filtered, and concd to afford a yellow oil which was ... Reactants: C(C)OC(=O)C=1C=NC=CC1Cl (4-chloro-pyridine-3-carboxylic acid ethyl ester), CC(C)([O-])C.[K+] (potassium tert-butoxide), SCCC(=O)OC (methyl 3-mercaptopropanoate). Solvent: O1CCCC1 (tetrahydrofuran). Run at time 2 hour. Product: C(C)OC(=O)C=1C=NC=CC1SCCC(=O)OC (4-(2-methoxycarbonyl-ethylsulfanyl)-pyridine-3-carboxylic acid ethyl ester). Yield: 48.3%. Reaction SMILES: [CH2:1]([O:3][C:4]([C:6]1[CH:7]=[N:8][CH:9]=[CH:10][C:11]=1Cl)=[O:5])[CH3:2].CC(C)([O-])C.[K+].[SH:19][CH2:20][CH2:21][C:22]([O:24][CH3:25])=[O:23]>O1CCCC1>[CH2:1]([O:3][C:4]([C:6]1[CH:7]=[N:8][CH:9]=[CH:10][C:11]=1[S:19][CH2:20][CH2:21][C:22]([O:24][CH3:25])=[O:23])=[O:5])[CH3:2] |f:1.2|. Reported procedure: To a stirred solution of 4-chloro-pyridine-3-carboxylic acid ethyl ester (4.30 g, 23.2 mmol) in dry tetrahydrofuran (45 ml) is added potassium tert-butoxide (3.12 g, 27.9 mmol) portion wise at 0° C., followed by the addition of methyl 3-mercaptopropanoate (3.35 g, 27.9 mmol). The reaction mixture is stirred at RT for 2 h. After completion of the reaction, the solvent is distilled off and the residue is diluted with water (30 ml). The aqueous layer is extracted with EtOAc (3×40 ml). The combined ... Starting materials: CO, COC(=O)c1cc(I)cc(Cl)c1N, Cl, [K+], [OH-]. Product: Nc1c(Cl)cc(I)cc1C(=O)O. As a reaction SMILES: [CH3:17][OH:18].[CH3:1][O:2][C:3]([c:4]1[c:5]([NH2:12])[c:6]([Cl:11])[cH:7][c:8]([I:10])[cH:9]1)=[O:13].[ClH:16].[K+:15].[OH-:14]>>[O:2]=[C:3]([c:4]1[c:5]([NH2:12])[c:6]([Cl:11])[cH:7][c:8]([I:10])[cH:9]1)[OH:13]. Reactants: BrC1=CC(=C(C(=O)O)C=C1)C#N (4-bromo-2-cyanobenzoic acid), CC=1C(=NC=C(C1)C)N1CCNCC1 (1-(3,5-dimethylpyridin-2-yl)piperazine). Product: BrC=1C=CC(=C(C#N)C1)C(=O)N1CCN(CC1)C1=NC=C(C=C1C)C (5-bromo-2-[4-(3,5-dimethylpyridin-2-yl)piperazine-1-carbonyl]benzonitrile). Isolated yield 83.1%. As a reaction SMILES: [Br:1][C:2]1[CH:10]=[CH:9][C:5]([C:6]([OH:8])=O)=[C:4]([C:11]#[N:12])[CH:3]=1.[CH3:13][C:14]1[C:15]([N:21]2[CH2:26][CH2:25][NH:24][CH2:23][CH2:22]2)=[N:16][CH:17]=[C:18]([CH3:20])[CH:19]=1>>[Br:1][C:2]1[CH:10]=[CH:9][C:5]([C:6]([N:24]2[CH2:25][CH2:26][N:21]([C:15]3[C:14]([CH3:13])=[CH:19][C:18]([CH3:20])=[CH:17][N:16]=3)[CH2:22][CH2:23]2)=[O:8])=[C:4]([CH:3]=1)[C:11]#[N:12]. Reported procedure: By reaction and treatment in the same manner as in Preparation Example 90 and using 4-bromo-2-cyanobenzoic acid (2.03 g) described in Preparation Example 192 and 1-(3,5-dimethylpyridin-2-yl)piperazine (1.81 g) described in Preparation Example 47, the title compound (2.98 g) was obtained. Reactants: C=C(C)C, CCOCC, NCC(NC(=O)OCc1ccccc1)C(=O)O, [Na+], O=C([O-])O, C1COCCO1, O=S(=O)(O)O. The product is CC(C)(C)OC(=O)C(CN)NC(=O)OCc1ccccc1. As a reaction SMILES: [CH3:18][C:19]([CH3:20])=[CH2:21].[CH3:38][CH2:39][O:40][CH2:41][CH3:42].[NH2:1][CH2:2][CH:3]([C:4](=[O:5])[OH:6])[NH:7][C:8](=[O:9])[O:10][CH2:11][c:12]1[cH:13][cH:14][cH:15][cH:16][cH:17]1.[Na+:31].[O-:27][C:28]([OH:29])=[O:30].[O:32]1[CH2:33][CH2:34][O:35][CH2:36][CH2:37]1.[S:22](=[O:23])(=[O:24])([OH:25])[OH:26]>>[NH2:1][CH2:2][CH:3]([C:4](=[O:5])[O:6][C:19]([CH3:18])([CH3:20])[CH3:21])[NH:7][C:8](=[O:9])[O:10][CH2:11][c:12]1[cH:13][cH:14][cH:15][cH:16][cH:17]1. Starting materials: C(CCC)N1SC2=NC3=C(N2C1=O)C=CC=C3 (2-butyl-1,2,4-thiadiazolo[4,5-a]benzimidazole-3(2H)-one), C(C1=CC=CC=C1)(=O)C#N (benzoyl cyanide). Solvent: ClCCl (dichloromethane). Conditions: time 24 hour. Yields the product O=C(C1=NSC2=NC3=C(N21)C=CC=C3)C3=CC=CC=C3 (3-(oxophenylmethyl)-1,2,4-thiadiazolo[4,5-a]benzimidazole). Yield: 95.5%. Reaction SMILES: C([N:5]1[C:12](=O)[N:11]2[C:7](=[N:8][C:9]3[CH:17]=[CH:16][CH:15]=[CH:14][C:10]=32)[S:6]1)CCC.[C:18](C#N)(=[O:25])[C:19]1[CH:24]=[CH:23][CH:22]=[CH:21][CH:20]=1>ClCCl>[O:25]=[C:18]([C:19]1[CH:24]=[CH:23][CH:22]=[CH:21][CH:20]=1)[C:12]1[N:11]2[C:7](=[N:8][C:9]3[CH:17]=[CH:16][CH:15]=[CH:14][C:10]=32)[S:6][N:5]=1. Procedure details: A mixture of 2-butyl-1,2,4-thiadiazolo[4,5-a]benzimidazole-3(2H)-one (6.0 g, 24.3 mmole) and benzoyl cyanide (6.36 g, 48.5 mmole) in 80 mL of dichloromethane was stirred at room temperature for 24 h. The precipitate was filtered and washed with dichloromethane. The crude product was recrystallized from acetone to give 6.48 g (96%) of 3-(oxophenylmethyl)-1,2,4-thiadiazolo[4,5-a]benzimidazole as yellow crystals: mp 190°-191° C.; 1H NMR (CDCl3) δ8.35 (d, 3H), 7.82 (d, 1H), 7.73 (t, 1H), 7.59 (t, 2H... Reactants: [Li+].CC(C)[N-]C(C)C (LDA), FC=1C=C(C=CC1F)CC(=O)O (3,4-difluorophenylacetic acid), C1CC1C(C#N)O (cyclopropylcarboxaldehyde). The solvent is S(=O)(=O)(O)[O-].[K+] (potassium hydrogen sulfate), C1CCOC1 (THF). Yields the product FC=1C=C(C=CC1F)C(C(=O)O)C(O)C1CC1 (2-(3,4-difluorophenyl)-3-cyclopropyl-3-hydroxy-propionic acid). Isolated yield 34.4%. RXN SMILES: [F:1][C:2]1[CH:3]=[C:4]([CH2:9][C:10]([OH:12])=[O:11])[CH:5]=[CH:6][C:7]=1[F:8].[Li+].CC([N-]C(C)C)C.[CH2:21]1[CH:23]([CH:24]([OH:27])C#N)[CH2:22]1>C1COCC1.S([O-])(O)(=O)=O.[K+]>[F:1][C:2]1[CH:3]=[C:4]([CH:9]([CH:24]([CH:23]2[CH2:21][CH2:22]2)[OH:27])[C:10]([OH:12])=[O:11])[CH:5]=[CH:6][C:7]=1[F:8] |f:1.2,5.6|. Reported procedure: A solution of 3,4-difluorophenylacetic acid (2.9 g, 16.8 mmol) in 80 mL dry THF was cooled to −78° C. and treated with LDA (2.0 M heptane/THF/ethylbenzene, 42 mmol, 21 mL) for 15 minutes. Then cyclopropylcarboxaldehyde (17 mmol, 1.27 mL, 1.19 g) was added via syringe and the reaction warmed slowly to room temperature over 1 hr. The reaction mixture was diluted with 5% aqueous potassium hydrogen sulfate (50 mL), and extracted with ethyl acetate (2×150 mL). The combined extracts were dried (Na2SO4... Starting materials: BrC1=NN=C(S1)OC1=CC=C(C=C1)O (4-[(5-bromo-1,3,4-thiadiazol-2-yl)oxy]phenol), C(=O)([O-])[O-].[K+].[K+] (K2CO3), IC(C)C (2-iodopropane), O (water). Run in CN(C=O)C (N,N-dimethyl formamide). Reaction conditions: temperature 85 celsius. The product is BrC=1SC(=NN1)OC1=CC=C(C=C1)OC(C)C (2-bromo-5-(4-isopropoxyphenoxy)-1,3,4-thiadiazole). Yield: 99.3%. Reaction SMILES: [Br:1][C:2]1[S:6][C:5]([O:7][C:8]2[CH:13]=[CH:12][C:11]([OH:14])=[CH:10][CH:9]=2)=[N:4][N:3]=1.C([O-])([O-])=O.[K+].[K+].I[CH:22]([CH3:24])[CH3:23].O>CN(C)C=O>[Br:1][C:2]1[S:6][C:5]([O:7][C:8]2[CH:9]=[CH:10][C:11]([O:14][CH:22]([CH3:24])[CH3:23])=[CH:12][CH:13]=2)=[N:4][N:3]=1 |f:1.2.3|. Procedure details: A solution of Example 24B (1.4 g, 5.11 mmol) in N,N-dimethyl formamide (20 mL) was treated with K2CO3 (1.06 g, 7.66 mmol) and 2-iodopropane (5.1 mL, 51.1 mmol) and the reaction mixture was sealed in a screw-top pressure vessel and heated at 85° C. for 2 hours. The reaction was cooled to 25° C., poured into water (200 mL), and extracted with diethyl ether (2×100 mL). The combined organic layers were washed with water (3×80 mL) and brine (80 mL), dried (Na2SO4), filtered and evaporated to provide ...